From a dataset of the Open Reaction Database (ORD), a public repository of structured organic reaction records. describe an organic reaction: reactants, conditions, products, and yield Reactants: CC(C)(C)[Si](C)(C)Cl, CN(C)C=O, Oc1ccc2cccnc2c1, c1c[nH]cn1. The product is CC(C)(C)[Si](C)(C)Oc1ccc2cccnc2c1. RXN SMILES: [C:22]([CH3:23])([CH3:24])([CH3:25])[Si:26]([CH3:27])([CH3:28])[Cl:29].[CH3:12][N:13]([CH3:14])[CH:15]=[O:16].[OH:1][c:2]1[cH:3][cH:4][c:5]2[cH:6][cH:7][cH:8][n:9][c:10]2[cH:11]1.[nH:17]1[cH:18][cH:19][n:20][cH:21]1>>[O:1]([c:2]1[cH:3][cH:4][c:5]2[cH:6][cH:7][cH:8][n:9][c:10]2[cH:11]1)[Si:26]([C:22]([CH3:23])([CH3:24])[CH3:25])([CH3:27])[CH3:28].